This data is from the Open Reaction Database (ORD), a public repository of structured organic reaction records. The task is: describe an organic reaction: reactants, conditions, products, and yield Solvent: O1CCCC1 (tetrahydrofuran). Run at time 18 hour. The product is C(C)(C)(C)OC(=O)N1CCC(CC1)C(=O)C1=NC2=C(N1C(C=1OC(=CC1)O[Si](C)(C)C(C)(C)C)C)C=CC=C2 (1-(t-butoxycarbonyl)-4-(1-(5-(t-butyldimethylsilyloxy)-methylfur-2-ylmethyl)-1H-benzimidazole-2-carbonyl)piperidine). Starting materials: C(C)(C)(C)OC(=O)N1CCC(CC1)C(=O)C1=NC2=C(N1)C=CC=C2 (1-(t-butoxycarbonyl)-4-(1H-benzimidazole-2-carbonyl)piperidine), N(=NC(=O)OCC)C(=O)OCC (diethyl azodicarboxylate), [Si](C)(C)(C(C)(C)C)OC1=CC(=C(O1)CO)C (5-(t-butyldimethylsilyloxy)-methyl-2-hydroxymethylfuran), C1(=CC=CC=C1)P(C1=CC=CC=C1)C1=CC=CC=C1 (triphenylphosphine). As a reaction SMILES: [C:1]([O:5][C:6]([N:8]1[CH2:13][CH2:12][CH:11]([C:14]([C:16]2[NH:20][C:19]3[CH:21]=[CH:22][CH:23]=[CH:24][C:18]=3[N:17]=2)=[O:15])[CH2:10][CH2:9]1)=[O:7])([CH3:4])([CH3:3])[CH3:2].[Si:25]([O:32][C:33]1[O:37][C:36]([CH2:38]O)=[C:35](C)[CH:34]=1)([C:28]([CH3:31])([CH3:30])[CH3:29])([CH3:27])[CH3:26].[C:41]1(P(C2C=CC=CC=2)C2C=CC=CC=2)C=CC=CC=1.N(C(OCC)=O)=NC(OCC)=O>O1CCCC1>[C:1]([O:5][C:6]([N:8]1[CH2:9][CH2:10][CH:11]([C:14]([C:16]2[N:17]([CH:38]([CH3:41])[C:36]3[O:37][C:33]([O:32][Si:25]([C:28]([CH3:29])([CH3:30])[CH3:31])([CH3:26])[CH3:27])=[CH:34][CH:35]=3)[C:18]3[CH:24]=[CH:23][CH:22]=[CH:21][C:19]=3[N:20]=2)=[O:15])[CH2:12][CH2:13]1)=[O:7])([CH3:4])([CH3:2])[CH3:3]. Reported procedure: According to the method of P. G. McDougal, et al., J. Org. Chem., 5, 3388-3390 (1986), combine hexane washed sodium hydride (20 mmol) and tetrahydrofuran (40 mL). Slowly add 2,5-furandimethanol (20 mmol). After gas evolution ceases, add t-butyldimethylsilyl chloride (20 mmol) and stir vigorously. After about 1 hour, pour the reaction mixture into diethyl ether and extract with a saturated aqueous solution of sodium carbonate, water, and then brine. Dry the organic layer over Na2SO4, filter, and ... Reactants: Cl (HCl), ClC1=NC=NC2=CC(=C(C=C12)O[C@@H]1CN(CCC1)C(=O)OC(C)(C)C)OC (4-chloro-7-methoxy-6-[(3S)-1-(tert-butoxycarbonyl)piperidin-3-yloxy]quinazoline), ClC=1C(=C(N)C=CC1)F (3-chloro-2-fluoroaniline). The solvent is C(C)#N (acetonitrile). Run at temperature 60 celsius. Yields the product Cl.ClC=1C(=C(NC2=NC=NC3=CC(=C(C=C23)O[C@@H]2CNCCC2)OC)C=CC1)F (4-(3-chloro-2-fluoroanilino)-7-methoxy-6-[(3S)-piperidin-3-yloxy]quinazoline hydrochloride). Isolated yield 65.8%. RXN SMILES: Cl.[Cl:2][C:3]1[C:12]2[C:7](=[CH:8][C:9]([O:27][CH3:28])=[C:10]([O:13][C@H:14]3[CH2:19][CH2:18][CH2:17][N:16](C(OC(C)(C)C)=O)[CH2:15]3)[CH:11]=2)[N:6]=[CH:5][N:4]=1.[Cl:29][C:30]1[C:31]([F:37])=[C:32]([CH:34]=[CH:35][CH:36]=1)[NH2:33]>C(#N)C>[ClH:2].[Cl:29][C:30]1[C:31]([F:37])=[C:32]([CH:34]=[CH:35][CH:36]=1)[NH:33][C:3]1[C:12]2[C:7](=[CH:8][C:9]([O:27][CH3:28])=[C:10]([O:13][C@H:14]3[CH2:19][CH2:18][CH2:17][NH:16][CH2:15]3)[CH:11]=2)[N:6]=[CH:5][N:4]=1 |f:4.5|. Procedure: HCl (1.0 ml, 4M solution in dioxane) was added to 4-chloro-7-methoxy-6-[(3S)-1-(tert-butoxycarbonyl)piperidin-3-yloxy]quinazoline (0.786 g) and 3-chloro-2-fluoroaniline (0.304 g) dissolved in acetonitrile (25 ml). The mixture was heated to 60° C. for 2 hours, cooled and the precipitate collected to give 4-(3-chloro-2-fluoroanilino)-7-methoxy-6-[(3S)-piperidin-3-yloxy]quinazoline hydrochloride as a white solid (0.577 g, 66%); 1H NMR Spectrum: (DMSOd6) 1.70-1.95 (m, 2H), 1.95-2.10 (m, 1H); 2.10-2.... The reactants are C(C)(=O)NC1=CC(=C2C3=C1C(N(C(C3=CC=C2Cl)=O)OCC=C)=O)Cl (4-acetylamino-2-allyloxy-6,7-dichlorobenzo[de]isoquinoline-1,3-dione), N1CCCC1 (pyrrolidine). Run in C(C)#N (acetonitrile). Product: C(C)(=O)NC1=CC(=C2C3=C1C(N(C(C3=CC=C2Cl)=O)OCC=C)=O)N2CCCC2 (4-Acetylamino-2-allyloxy-7-chloro-6-(pyrrolidin-1-yl)benzo[de]isoquinoline-1,3 dione). Isolated yield 78.5%. RXN SMILES: [C:1]([NH:4][C:5]1[C:10]2[C:11](=[O:24])[N:12]([O:20][CH2:21][CH:22]=[CH2:23])[C:13](=[O:19])[C:14]3=[CH:15][CH:16]=[C:17]([Cl:18])[C:8]([C:9]=23)=[C:7](Cl)[CH:6]=1)(=[O:3])[CH3:2].[NH:26]1[CH2:30][CH2:29][CH2:28][CH2:27]1>C(#N)C>[C:1]([NH:4][C:5]1[C:10]2[C:11](=[O:24])[N:12]([O:20][CH2:21][CH:22]=[CH2:23])[C:13](=[O:19])[C:14]3=[CH:15][CH:16]=[C:17]([Cl:18])[C:8]([C:9]=23)=[C:7]([N:26]2[CH2:30][CH2:29][CH2:28][CH2:27]2)[CH:6]=1)(=[O:3])[CH3:2]. Reported procedure: A near solution of 4-acetylamino-2-allyloxy-6,7-dichlorobenzo[de]isoquinoline-1,3-dione (0.3 g, 0.8 mmol, from Example G4), pyrrolidine (0.16 g, 2.2 mmol), and 15 mL of acetonitrile was heated from room temperature to reflux over 0.5 hour. The solvent was removed in vacuo and the residue partitioned between dichloromethane and water. The organic layer was washed with water, dried, and evaporated in vacuo to give 0.26 g of the title compound. Reactants: C([O-])([O-])=O.[Na+].[Na+] (Sodium carbonate), aqueous solution, C(C)(C)OC1=C(C=C(C=C1)C)B(O)O ((2-isopropoxy-5-methylphenyl)boronic acid), BrC1=CC=C(CNC(C2=CC=C(C=C2)C=2OC3=C(N2)C=C(C=C3C(C)C)C#N)=O)C=C1 (N-(4-Bromobenzyl)-4-(5-cyano-7-isopropyl-1,3-benzoxazol-2-yl)benzamide), O (water). The reagents and catalysts are C=1C=CC(=CC1)[P](C=2C=CC=CC2)(C=3C=CC=CC3)[Pd]([P](C=4C=CC=CC4)(C=5C=CC=CC5)C=6C=CC=CC6)([P](C=7C=CC=CC7)(C=8C=CC=CC8)C=9C=CC=CC9)[P](C=1C=CC=CC1)(C=1C=CC=CC1)C=1C=CC=CC1 (tetrakis(triphenylphosphine)palladium(0)). The solvent is C(C)O (ethanol), C1(=CC=CC=C1)C (toluene). Run at temperature 150 celsius. Yields the product C(#N)C=1C=C(C2=C(N=C(O2)C2=CC=C(C(=O)NCC3=CC=C(C=C3)C3=C(C=CC(=C3)C)OC(C)C)C=C2)C1)C(C)C (4-(5-cyano-7-isopropyl-1,3-benzoxazol-2-yl)-N-[(2′-isopropoxy-5′-methylbiphenyl-4-yl)methyl]benzamide). RXN SMILES: C(=O)([O-])[O-].[Na+].[Na+].[CH:7]([O:10][C:11]1[CH:16]=[CH:15][C:14]([CH3:17])=[CH:13][C:12]=1B(O)O)([CH3:9])[CH3:8].Br[C:22]1[CH:51]=[CH:50][C:25]([CH2:26][NH:27][C:28](=[O:49])[C:29]2[CH:34]=[CH:33][C:32]([C:35]3[O:36][C:37]4[C:43]([CH:44]([CH3:46])[CH3:45])=[CH:42][C:41]([C:47]#[N:48])=[CH:40][C:38]=4[N:39]=3)=[CH:31][CH:30]=2)=[CH:24][CH:23]=1.O>C1(C)C=CC=CC=1.C1C=CC([P]([Pd]([P](C2C=CC=CC=2)(C2C=CC=CC=2)C2C=CC=CC=2)([P](C2C=CC=CC=2)(C2C=CC=CC=2)C2C=CC=CC=2)[P](C2C=CC=CC=2)(C2C=CC=CC=2)C2C=CC=CC=2)(C2C=CC=CC=2)C2C=CC=CC=2)=CC=1.C(O)C>[C:47]([C:41]1[CH:42]=[C:43]([CH:44]([CH3:46])[CH3:45])[C:37]2[O:36][C:35]([C:32]3[CH:33]=[CH:34][C:29]([C:28]([NH:27][CH2:26][C:25]4[CH:50]=[CH:51][C:22]([C:12]5[CH:13]=[C:14]([CH3:17])[CH:15]=[CH:16][C:11]=5[O:10][CH:7]([CH3:9])[CH3:8])=[CH:23][CH:24]=4)=[O:49])=[CH:30][CH:31]=3)=[N:39][C:38]=2[CH:40]=1)#[N:48] |f:0.1.2,^1:63,65,84,103|. Procedure details: Sodium carbonate (100 μl of a 2M aqueous solution), (2-isopropoxy-5-methylphenyl)boronic acid (19 mg), and N-(4-bromobenzyl)-4-(5-cyano-7-isopropyl-1,3-benzoxazol-2-yl)benzamide (24 mg, EXAMPLE 1) were dissolved in toluene (2.1 ml), water (0.6 ml) and ethanol (0.3 ml). To this solution was added tetrakis(triphenylphosphine)palladium(0) (9 mg). The mixture was heated to 150° C. for 25 min via microwave. Upon cooling, the mixture was concentrated in vacuo and then dissolved in dichloromethane (5 m... Reactants: O=S1(N(CCC1)CC1=NC=C(C(=O)OC)C=C1)=O (methyl 6-(1,1-dioxo-1λ6-isothiazolidin-2-ylmethyl)nicotinate), C(C)C=1C=C(C(=NC1)N1CCNCC1)C (1-(5-ethyl-3-methylpyridin-2-yl)piperazine). The product is O=S1(N(CCC1)CC1=CC=C(C=N1)C(=O)N1CCN(CC1)C1=NC=C(C=C1C)CC)=O ([6-(1,1-dioxo-1λ6-isothiazolidin-2-ylmethyl)pyridin-3-yl][4-(5-ethyl-3-methylpyridin-2-yl)piperazin-1-yl]methanone). Isolated yield 46.3%. Reaction SMILES: [O:1]=[S:2]1(=[O:18])[CH2:6][CH2:5][CH2:4][N:3]1[CH2:7][C:8]1[CH:17]=[CH:16][C:11]([C:12]([O:14]C)=O)=[CH:10][N:9]=1.[CH2:19]([C:21]1[CH:22]=[C:23]([CH3:33])[C:24]([N:27]2[CH2:32][CH2:31][NH:30][CH2:29][CH2:28]2)=[N:25][CH:26]=1)[CH3:20]>>[O:18]=[S:2]1(=[O:1])[CH2:6][CH2:5][CH2:4][N:3]1[CH2:7][C:8]1[N:9]=[CH:10][C:11]([C:12]([N:30]2[CH2:31][CH2:32][N:27]([C:24]3[C:23]([CH3:33])=[CH:22][C:21]([CH2:19][CH3:20])=[CH:26][N:25]=3)[CH2:28][CH2:29]2)=[O:14])=[CH:16][CH:17]=1. Reported procedure: Using methyl 6-(1,1-dioxo-1λ6-isothiazolidin-2-ylmethyl)nicotinate (107 mg) described in Preparation Example 45 and 1-(5-ethyl-3-methylpyridin-2-yl)piperazine (81 mg) described in Preparation Example 81 and by the reaction and treatment in the same manner as in Example 109, [6-(1,1-dioxo-1λ6-isothiazolidin-2-ylmethyl)pyridin-3-yl][4-(5-ethyl-3-methylpyridin-2-yl)piperazin-1-yl]methanone (81 mg) was obtained. The obtained [6-(1,1-dioxo-1λ6-isothiazolidin-2-ylmethyl)pyridin-3-yl][4-(5-ethyl-3-meth... Reactants: C1(CC1)CO (Cyclopropylmethanol), [H-].[Na+] (sodium hydride), CN(C)C=O (DMF), ClC1=CC=C(C#N)C=C1 (4-chlorobenzonitrile). The solvent is O (water). Run at time 30 minute. The product is C1(CC1)COC=1C=CC(=NC1)C#N (5-(Cyclopropylmethoxy)pyridine-2-carbonitrile). Isolated yield 69.0%. As a reaction SMILES: [CH:1]1([CH2:4][OH:5])[CH2:3][CH2:2]1.[H-].[Na+].Cl[C:9]1[CH:16]=C[C:12]([C:13]#[N:14])=[CH:11][CH:10]=1.C[N:18](C=O)C>O>[CH:1]1([CH2:4][O:5][C:12]2[CH:11]=[CH:10][C:9]([C:16]#[N:18])=[N:14][CH:13]=2)[CH2:3][CH2:2]1 |f:1.2|. Procedure details: Cyclopropylmethanol (0.120 mL, 1.504 mmol) was added to a suspension of sodium hydride (60% in mineral oil) (0.072 g, 1.805 mmol) in DMF (4 mL) at room temperature. The mixture was stirred at room temperature for 30 min, 4-chlorobenzonitrile (0.139 g, 1.002 mmol) was added. The reaction mixture was stirred at room temperature for 18 h. The mixture was diluted with water and extracted with EtOAc (3 times). The organic extracts were combined, washed with water (2 times), brine (2 times), dried and... Procedure details: Following general procedure B followed by C, starting from 1-[4-(2-methyl-[1,3]dioxolan-2-yl)-thiophen-2-ylmethyl]-1H-pyrazol-4-ylamine and 5-phenyl-oxazole-4-carboxylic acid. LC-MS-conditions 01: tR=0.95 min; [M+H]+=392.94. The reactants are CC1(OCCO1)C=1C=C(SC1)CN1N=CC(=C1)N (1-[4-(2-methyl-[1,3]dioxolan-2-yl)-thiophen-2-ylmethyl]-1H-pyrazol-4-ylamine), C1(=CC=CC=C1)C1=C(N=CO1)C(=O)O (5-phenyl-oxazole-4-carboxylic acid). The product is C(C)(=O)C=1C=C(SC1)CN1N=CC(=C1)NC(=O)C=1N=COC1C1=CC=CC=C1 (5-Phenyl-oxazole-4-carboxylic acid [1-(4-acetyl-thiophen-2-ylmethyl)-1H-pyrazol-4-yl]-amide). RXN SMILES: [CH3:1][C:2]1([C:7]2[CH:8]=[C:9]([CH2:12][N:13]3[CH:17]=[C:16]([NH2:18])[CH:15]=[N:14]3)[S:10][CH:11]=2)[O:6]CCO1.[C:19]1([C:25]2[O:29][CH:28]=[N:27][C:26]=2[C:30](O)=[O:31])[CH:24]=[CH:23][CH:22]=[CH:21][CH:20]=1>>[C:2]([C:7]1[CH:8]=[C:9]([CH2:12][N:13]2[CH:17]=[C:16]([NH:18][C:30]([C:26]3[N:27]=[CH:28][O:29][C:25]=3[C:19]3[CH:20]=[CH:21][CH:22]=[CH:23][CH:24]=3)=[O:31])[CH:15]=[N:14]2)[S:10][CH:11]=1)(=[O:6])[CH3:1]. Reaction SMILES: Br[C:2]1[CH:11]=[CH:10][C:9]2[N:8]=[CH:7][C:6]3[N:12]([CH3:23])[C:13](=[O:22])[N:14]([C:15]4[C:16]([CH3:21])=[N:17][N:18]([CH3:20])[CH:19]=4)[C:5]=3[C:4]=2[CH:3]=1.[N:24]1[CH:29]=[C:28](B(O)O)[CH:27]=[N:26][CH:25]=1>>[CH3:20][N:18]1[CH:19]=[C:15]([N:14]2[C:5]3[C:4]4[CH:3]=[C:2]([C:28]5[CH:29]=[N:24][CH:25]=[N:26][CH:27]=5)[CH:11]=[CH:10][C:9]=4[N:8]=[CH:7][C:6]=3[N:12]([CH3:23])[C:13]2=[O:22])[C:16]([CH3:21])=[N:17]1. Reported procedure: The title compound was synthesized in a similar manner as described for Example 1.1 using 8-bromo-1-(1,3-dimethyl-1H-pyrazol-4-yl)-3-methyl-1,3-dihydro-imidazo[4,5-c]quinolin-2-one (Intermediate A, 40 mg, 0.105 mmol) and pyrimidine-5-boronic acid (Frontier Scientific, Logan, USA, 16 mg, 0.129 mmol) to give the title compound as a white solid. (HPLC: tR 2.24 min (Method A); M+H=372 MS-ES; 1H-NMR (d6-DMSO, 400 MHz) 9.20 (s, 1H), 9.02 (s, 1H), 8.93 (s, 2H), 8.20-8.12 (m, 2H), 8.06-7.99 (m, 1H), 7.6... The product is CN1N=C(C(=C1)N1C(N(C=2C=NC=3C=CC(=CC3C21)C=2C=NC=NC2)C)=O)C (1-(1,3-Dimethyl-1H-pyrazol-4-yl)-3-methyl-8-pyrimidin-5-yl-1,3-dihydro-imidazo[4,5-c]quinolin-2-one). Reactants: BrC1=CC=2C3=C(C=NC2C=C1)N(C(N3C=3C(=NN(C3)C)C)=O)C (8-bromo-1-(1,3-dimethyl-1H-pyrazol-4-yl)-3-methyl-1,3-dihydro-imidazo[4,5-c]quinolin-2-one), BrC1=CC=2C3=C(C=NC2C=C1)N(C(N3C=3C(=NN(C3)C)C)=O)C (8-bromo-1-(1,3-dimethyl-1H-pyrazol-4-yl)-3-methyl-1,3-dihydro-imidazo[4,5-c]quinolin-2-one), N1=CN=CC(=C1)B(O)O (pyrimidine-5-boronic acid). The reactants are C(C=C)(=O)O (acrylic acid), COC1=CC=C(C=C1)S(=O)[O-] (4-methoxybenzenesulfinate), II (I2), [Na] (sodium). As a reaction SMILES: [C:1]([OH:5])(=[O:4])[CH:2]=[CH2:3].[I:6]I.[Na].[CH3:9][O:10][C:11]1[CH:16]=[CH:15][C:14]([S:17]([O-:19])=[O:18])=[CH:13][CH:12]=1>C(Cl)Cl.[Cl-].[Na+].O.O>[I:6][CH:2]([CH2:3][S:17]([C:14]1[CH:13]=[CH:12][C:11]([O:10][CH3:9])=[CH:16][CH:15]=1)(=[O:19])=[O:18])[C:1]([OH:5])=[O:4] |f:5.6.7,^1:7|. The solvent is C(Cl)Cl (methylene chloride), O (water), C(Cl)Cl (methylene chloride), [Cl-].[Na+].O (brine). Procedure: Added water (0.85 grams, 0.85 ml) followed by the acrylic acid (3.42 grams, 3.25 ml), then I2 (12.04 grams, 47.41 mmol) to a slurry of sodium (4-methoxybenzenesulfinate (9.11 grams, 46.94 mmol) in methylene chloride (150 ml). Added more methylene chloride (100 ml) so slurry could stir. Stirred at room temperature for weekend. Washed reaction solution with 1N Na2S2O3 (aq) (3×150 ml) until organic layer was colorless. Washed organic layer with brine. Dried (MgSO4), filtered and concentrated in vac... The yield is 24.3%. The product is IC(C(=O)O)CS(=O)(=O)C1=CC=C(C=C1)OC (2-iodo-3-(4-methoxyphenylsulfonyl)propionic acid). Starting materials: ClCCl, OCn1ccc(C(F)(F)C(F)(F)F)n1, O=S(Cl)Cl. Yields the product FC(F)(F)C(F)(F)c1ccn(CCl)n1. RXN SMILES: [Cl:19][CH2:20][Cl:21].[F:1][C:2]([C:3]([F:4])([F:5])[F:6])([c:7]1[n:8][n:9]([CH2:12][OH:13])[cH:10][cH:11]1)[F:14].[S:15]([Cl:16])([Cl:17])=[O:18]>>[F:1][C:2]([C:3]([F:4])([F:5])[F:6])([c:7]1[n:8][n:9]([CH2:12][Cl:17])[cH:10][cH:11]1)[F:14].